This data is from the Open Reaction Database (ORD), a public repository of structured organic reaction records. The task is: describe an organic reaction: reactants, conditions, products, and yield Run at time 30 minute. Starting materials: solution, C[O-].[Na+] (sodium methoxide), CC(=O)OCCN1C(C2(CCNCC2)C2=CC(=CC=C12)CC1CCCCCCC1)=O (1-(methylcarbonyloxy-ethyl)-5(cyclooctyl-methyl)-spiro[indoline-3,4′-piperidin]-2-one). RXN SMILES: CC([O:4][CH2:5][CH2:6][N:7]1[C:20]2[C:15](=[CH:16][C:17]([CH2:21][CH:22]3[CH2:29][CH2:28][CH2:27][CH2:26][CH2:25][CH2:24][CH2:23]3)=[CH:18][CH:19]=2)[C:9]2([CH2:14][CH2:13][NH:12][CH2:11][CH2:10]2)[C:8]1=[O:30])=O.C[O-].[Na+]>CO>[OH:4][CH2:5][CH2:6][N:7]1[C:20]2[C:15](=[CH:16][C:17]([CH2:21][CH:22]3[CH2:29][CH2:28][CH2:27][CH2:26][CH2:25][CH2:24][CH2:23]3)=[CH:18][CH:19]=2)[C:9]2([CH2:10][CH2:11][NH:12][CH2:13][CH2:14]2)[C:8]1=[O:30] |f:1.2|. The solvent is CO (methanol), CO (methanol). Product: OCCN1C(C2(CCNCC2)C2=CC(=CC=C12)CC1CCCCCCC1)=O (1-(hydroxyethyl)-5-(cyclooctyl-methyl)-spiro[indoline-3,4′-piperidin]-2-one). Procedure details: 1-(methylcarbonyloxy-ethyl)-5(cyclooctyl-methyl)-spiro[indoline-3,4′-piperidin]-2-one (0.012 g, 0.028 mmol) was dissolved in methanol (1.5 mL). To the reaction mixture was then added at room temperature a 25% solution of sodium methoxide in methanol (50 μL) and the reaction mixture was stirred for 30 minutes. The solvent was evaporated in vacuo to yield an oil which was then partitioned with aqueous 0.1N HCl and dichloromethane. The organic layer was washed with brine, dried with Na2SO4, filtere... Starting materials: OC1CCN(CC1)C(=O)OC(C)(C)C (tert-butyl 4-hydroxypiperidine-1-carboxylate), C1(=CC=CC=C1)P(C1=CC=CC=C1)C1=CC=CC=C1 (triphenylphosphine), ClC1=CC=CC(=N1)O (6-chloro-2-pyridinol), N(=NC(=O)OCC)C(=O)OCC (Diethyl azodicarboxylate). Solvent: O (Water), C1CCOC1 (THF). Reaction conditions: time 24 hour. The product is ClC1=CC=CC(=N1)OC1CCN(CC1)C(=O)OC(C)(C)C (tert-butyl 4-[(6-chloro-2-pyridinyl)oxy]-1-piperidinecarboxylate). The yield is 78.7%. As a reaction SMILES: N(C(OCC)=O)=NC(OCC)=O.[OH:13][CH:14]1[CH2:19][CH2:18][N:17]([C:20]([O:22][C:23]([CH3:26])([CH3:25])[CH3:24])=[O:21])[CH2:16][CH2:15]1.C1(P(C2C=CC=CC=2)C2C=CC=CC=2)C=CC=CC=1.[Cl:46][C:47]1[N:52]=[C:51](O)[CH:50]=[CH:49][CH:48]=1>O.C1COCC1>[Cl:46][C:47]1[N:52]=[C:51]([O:13][CH:14]2[CH2:15][CH2:16][N:17]([C:20]([O:22][C:23]([CH3:26])([CH3:25])[CH3:24])=[O:21])[CH2:18][CH2:19]2)[CH:50]=[CH:49][CH:48]=1. Reported procedure: Diethyl azodicarboxylate (11 ml, 40% Tol solution) was dropwise added to a THF (30 ml) solution containing tert-butyl 4-hydroxypiperidine-1-carboxylate (4.6 g), triphenylphosphine (6.1 g) and 6-chloro-2-pyridinol (2.0 g) at 0° C., followed by stirring at room temperature for 24 hours. Water was added to the reaction solution, followed by extraction with EtOAc. The organic layer was washed with an aqueous 1 M sodium hydroxide solution, and dried over anhydrous magnesium sulfate. The solvent was e... RXN SMILES: [K+:25].[O-:26][N+:27]([O-:28])=[O:29].[S:30](=[O:31])(=[O:32])([OH:33])[OH:34].[n:1]1[c:2]([CH2:7][n:8]2[c:9](=[O:24])[n:10][c:11](-[c:18]3[cH:19][cH:20][cH:21][cH:22][cH:23]3)[c:12]3[cH:13][cH:14][cH:15][cH:16][c:17]23)[cH:3][cH:4][cH:5][cH:6]1>>[n:1]1[c:2]([CH2:7][n:8]2[c:9](=[O:24])[n:10][c:11](-[c:18]3[cH:19][cH:20][cH:21][cH:22][cH:23]3)[c:12]3[cH:13][c:14]([N+:27](=[O:26])[O-:28])[cH:15][cH:16][c:17]23)[cH:3][cH:4][cH:5][cH:6]1. Reactants: [K+], O=[N+]([O-])[O-], O=S(=O)(O)O, O=c1nc(-c2ccccc2)c2ccccc2n1Cc1ccccn1. Yields the product O=c1nc(-c2ccccc2)c2cc([N+](=O)[O-])ccc2n1Cc1ccccn1. Reactants: ClCC(=O)OCC (ethyl chloroacetate), ClCC(=O)OCC (ethyl chloroacetate), C([O-])([O-])=O.[K+].[K+] (potassium carbonate), C1(CC1)N1C(NC=C1C1=CC=CC=C1)=O (1-cyclopropyl-5-phenyl-1,3-dihydro-2H-imidazol-2-one). Solvent: C(C)#N (acetonitrile). The product is C(C)OC(CN1C(N(C(=C1)C1=CC=CC=C1)C1CC1)=O)=O (Ethyl(3-cyclopropyl-2-oxo-4-phenyl-2,3-dihydro-1H-imidazol-1-yl)-acetate). RXN SMILES: [CH:1]1([N:4]2[C:8]([C:9]3[CH:14]=[CH:13][CH:12]=[CH:11][CH:10]=3)=[CH:7][NH:6][C:5]2=[O:15])[CH2:3][CH2:2]1.Cl[CH2:17][C:18]([O:20][CH2:21][CH3:22])=[O:19].C(=O)([O-])[O-].[K+].[K+]>C(#N)C>[CH2:21]([O:20][C:18](=[O:19])[CH2:17][N:6]1[CH:7]=[C:8]([C:9]2[CH:10]=[CH:11][CH:12]=[CH:13][CH:14]=2)[N:4]([CH:1]2[CH2:3][CH2:2]2)[C:5]1=[O:15])[CH3:22] |f:2.3.4|. Reported procedure: 270 mg (1.35 mmol) of 1-cyclopropyl-5-phenyl-1,3-dihydro-2H-imidazol-2-one from Example 119A are dissolved in 5 ml acetonitrile and treated with 165 mg (1.35 mmol) of ethyl chloroacetate and 373 mg (2.70 mmol) of potassium carbonate. The mixture is stirred under reflux for 4 hrs, then a further 165 mg (1.35 mmol) of ethyl chloroacetate are added. After stirring overnight under reflux the reaction mixture is evaporated, the residue is partitioned between dichloromethane and water, the organic pha...